Dataset: the Open Reaction Database (ORD), a public repository of structured organic reaction records. Task: describe an organic reaction: reactants, conditions, products, and yield The reactants are four, C(=C)C1=CC=C(C=C1)C=C (p-divinylbenzene), CCCCCC.C(CCC)[Li] (n-butyllithium n-hexane), C(C)(C)N (iso-propylamine). Run in CCCCCC (n-hexane). Run at time 10 minute. Product: C(C)(C)NCCC1=CC=C(C=C)C=C1 (p-Isopropylaminoethylstyrene). The yield is 48.7%. RXN SMILES: [CH:1]([NH2:4])([CH3:3])[CH3:2].CCCCCC.C([Li])CCC.[CH:16]([C:18]1[CH:23]=[CH:22][C:21]([CH:24]=[CH2:25])=[CH:20][CH:19]=1)=[CH2:17]>CCCCCC>[CH:1]([NH:4][CH2:25][CH2:24][C:21]1[CH:22]=[CH:23][C:18]([CH:16]=[CH2:17])=[CH:19][CH:20]=1)([CH3:3])[CH3:2] |f:1.2|. Reported procedure: In a 300 ml four necked flask equipped with a thermometer, a reflux condenser, an inlet for nitrogen and a stirrer were charged 1860 ml of dry n-hexane and 148 g of iso-propylamine. While stirring the mixture, 119 ml of a 15% n-butyllithium n-hexane solution were added dropwise thereto. During the addition, the temperature was maintained at 5° C. to 7° C. The color of the solution was changed from colorless to pale yellow. After 10 minutes, 325 g of p-divinylbenzene having a purity of 96% were a... Reactants: C(C)OC(=O)C1CC2(CCN(CC2)C(=O)OC(C)(C)C)C2=CC=CC=C12 (1′[(1,1-Dimethylethoxy)carbonyl]-2,3-dihydrospiro(1H-indene-1,4′-piperidine]-3-carboxylic Acid Ethyl Ester). Reagents/catalysts: [Pd] (Pd/C). Run in CO (methanol), C(C)(=O)OCC (ethyl acetate). Run at time 1 hour. Yields the product CC(C)(OC(=O)N1CCC2(CC1)CC(C1=CC=CC=C12)C(=O)O)C (1′-[(1,1-Dimethylethoxy)carbonyl]-2,3-dihydrospiro(1H-indene-1,4′-piperidine]-3-carboxylic Acid). Yield: 916.7%. RXN SMILES: C([O:3][C:4]([CH:6]1[C:26]2[C:21](=[CH:22][CH:23]=[CH:24][CH:25]=2)[C:8]2([CH2:13][CH2:12][N:11]([C:14]([O:16][C:17]([CH3:20])([CH3:19])[CH3:18])=[O:15])[CH2:10][CH2:9]2)[CH2:7]1)=[O:5])C>CO.C(OCC)(=O)C.[Pd]>[CH3:19][C:17]([CH3:20])([O:16][C:14]([N:11]1[CH2:10][CH2:9][C:8]2([C:21]3[C:26](=[CH:25][CH:24]=[CH:23][CH:22]=3)[CH:6]([C:4]([OH:5])=[O:3])[CH2:7]2)[CH2:13][CH2:12]1)=[O:15])[CH3:18]. Procedure details: To a suspension of Pd/C (300 mg) in methanol (20 ml) and ethyl acetate (10 ml) was added the title compound (1.2 g, 3.6 mmol) from Step B. The reaction mixture was purged with hydrogen and then stirred under a hydrogen balloon for 1 h. The mixture was filtered through celite and concentrated to give the title compound (1.1 g, 33 mmol). 1HNMR (200 MHz, CDCl3): 7.50-7.42 (m, 1 H), 7.34-7.12 (m, 3 H), 4.22-4.04 (m, 3 H), 3.06-2.84 (m, 2 H), 2.40 (d, 2 H), 1.88-1.6 (m, 4 H), 1.50 (s, 9 H).